This data is from the Open Reaction Database (ORD), a public repository of structured organic reaction records. The task is: describe an organic reaction: reactants, conditions, products, and yield Yields the product BrC=1C(=NC=CC1)N1C[C@@H](NCC1)C ((3S)-1-(3-Bromopyridin-2-yl)-3-methylpiperazine). Procedure: A mixture of 3-bromo-2-chloropyridine (0.76 g, 4 mmol, Aldrich) and (S)-(+)-2-methylpiperazine (0.6 g. 6 mmol, Aldrich) reacted under the conditions of Example 3c to give the title compound as a light-brown solid. MS (ESI, pos. ion) m/z: 256 (M+1). RXN SMILES: [Br:1][C:2]1[C:3](Cl)=[N:4][CH:5]=[CH:6][CH:7]=1.[CH3:9][C@H:10]1[CH2:15][NH:14][CH2:13][CH2:12][NH:11]1>>[Br:1][C:2]1[C:3]([N:14]2[CH2:13][CH2:12][NH:11][C@@H:10]([CH3:9])[CH2:15]2)=[N:4][CH:5]=[CH:6][CH:7]=1. Reactants: BrC=1C(=NC=CC1)Cl (3-bromo-2-chloropyridine), C[C@@H]1NCCNC1 ((S)-(+)-2-methylpiperazine). The reactants are SC=1NC=2C(N1)=CSC2 (2-mercaptothieno[3,4-d]imidazole), Cl.COC1=CC(=NC=C1)CCl (4-methoxypicolyl chloride hydrochloride). Solvent: C(C)O (ethanol). Conditions: time 40 hour. Product: Cl.Cl.COC1=CC(=NC=C1)CSC1=NC=2C(N1)=CSC2 (2-(4-Methoxy-2-picolylmercapto)-1H-thieno[3,4-d]imidazole dihydrochloride). RXN SMILES: [SH:1][C:2]1[NH:3][C:4]2[C:5](=[CH:7][S:8][CH:9]=2)[N:6]=1.[ClH:10].[CH3:11][O:12][C:13]1[CH:18]=[CH:17][N:16]=[C:15]([CH2:19][Cl:20])[CH:14]=1>C(O)C>[ClH:20].[ClH:10].[CH3:11][O:12][C:13]1[CH:18]=[CH:17][N:16]=[C:15]([CH2:19][S:1][C:2]2[NH:6][C:5]3=[CH:7][S:8][CH:9]=[C:4]3[N:3]=2)[CH:14]=1 |f:1.2,4.5.6|. Reported procedure: 1.6 g of 2-mercaptothieno[3,4-d]imidazole and 2 g of 4-methoxypicolyl chloride hydrochloride in 50 ml of ethanol were heated at 60° C. for about one hour and stirred at room temperature for a further 40 hours. After the crystalline substance had been filtered off, it was suspended in acetone, the mixture was stirred at room temperature for one hour, and the crystals were filtered off with suction and dried in air. Colorless crystals, melting point 330° C. The reactants are COC1=CC=C(C=C1)C1CNCC=2NC3=CC=CC=C3C12 (4-(p-methoxyphenyl)tetrahydro-β-carboline), Pb(OAc)4, C(C(=O)O)(=O)O (oxalic acid). The solvent is CC(=O)O (AcOH). Reaction conditions: time 40 minute. The product is COC1=CC=C(C=C1)C1=CN=CC=2NC3=CC=CC=C3C12 (4-(p-Methoxyphenyl)-β-carboline). The yield is 63.1%. RXN SMILES: [CH3:1][O:2][C:3]1[CH:8]=[CH:7][C:6]([CH:9]2[C:21]3[C:20]4[C:15](=[CH:16][CH:17]=[CH:18][CH:19]=4)[NH:14][C:13]=3[CH2:12][NH:11][CH2:10]2)=[CH:5][CH:4]=1.C(O)(=O)C(O)=O>CC(O)=O>[CH3:1][O:2][C:3]1[CH:4]=[CH:5][C:6]([C:9]2[C:21]3[C:20]4[C:15](=[CH:16][CH:17]=[CH:18][CH:19]=4)[NH:14][C:13]=3[CH:12]=[N:11][CH:10]=2)=[CH:7][CH:8]=1. Procedure details: To a solution of 1.43 g (3.58 mmol) of 4-(p-methoxyphenyl)tetrahydro-β-carboline in 50 mL glacial AcOH was added 3.18 g (7.16 mmol) of Pb(OAc)4 with stirring at rt. After stiriing at rt for 40 min., 3.22 g (35.8 mmol) of oxalic acid was added. The resulting mixture was kept at rt for 1 h when yellow precipitate appeared. The yellow solid was filtered and the filtered cake was washed with MeOH. The solid product was suspended in 200 mL of H2O and 200 mL of CH2Cl2. The pH of the aqueous phase was ... The reactants are ClCC1=C(C=CC(=C1)C(=O)OC)C1=C(C=CC(=C1)OC)F (Methyl 2-(chloromethyl)-2′-fluoro-5′-(methyloxy)-1,1′-biphenyl-4-carboxylate), CC1NC(CCC1)C (2,6-dimethylpiperidine), C([O-])([O-])=O.[Cs+].[Cs+] (cesium carbonate). Run in CS(=O)C (DMSO). Run at temperature 70 celsius, time 24 hour. Yields the product CC1N(C(CCC1)C)CC1=C(C=CC(=C1)C(=O)OC)C1=C(C=CC(=C1)OC)F (Methyl 2-((2,6-dimethyl-1-piperidinyl)methyl)-2′-fluoro-5′-(methyloxy)-1,1′-biphenyl-4-carboxylate). The yield is 30.0%. RXN SMILES: Cl[CH2:2][C:3]1[CH:8]=[C:7]([C:9]([O:11][CH3:12])=[O:10])[CH:6]=[CH:5][C:4]=1[C:13]1[CH:18]=[C:17]([O:19][CH3:20])[CH:16]=[CH:15][C:14]=1[F:21].[CH3:22][CH:23]1[CH2:28][CH2:27][CH2:26][CH:25]([CH3:29])[NH:24]1.C(=O)([O-])[O-].[Cs+].[Cs+]>CS(C)=O>[CH3:22][CH:23]1[CH2:28][CH2:27][CH2:26][CH:25]([CH3:29])[N:24]1[CH2:2][C:3]1[CH:8]=[C:7]([C:9]([O:11][CH3:12])=[O:10])[CH:6]=[CH:5][C:4]=1[C:13]1[CH:18]=[C:17]([O:19][CH3:20])[CH:16]=[CH:15][C:14]=1[F:21] |f:2.3.4|. Procedure details: A mixture of 66.69A (0.094 g, 0.30 mmol), 2,6-dimethylpiperidine (0.069 g, 0.61 mmol) (commercially available from Aldrich) and cesium carbonate (0.20 g, 0.61 mmol) in DMSO (4 mL) was stirred at 70° C. for 24 hours. The product was purified by reverse phase HPLC to give 66.69B in 30% yield. The reactants are ClC=1C(=C(N)C=CC1)F (3-chloro-2-fluoro-aniline), ClC1=C(C=O)C=CC(=C1)Cl (2,4-dichloro-benzaldehyde), [Na] (sodium), C(C)OC(C(CC(C(C)C)=O)=O)=O (5-methyl-2,4-dioxo-hexanoic acid ethyl ester). Run in C1(=CC=CC=C1)C (toluene), CCOC(=O)C (EtOAc), O (water), O1CCOCC1 (dioxane), C(C)(=O)O (acetic acid). Reaction conditions: temperature 110 celsius, time 4 hour. The product is ClC=1C(=C(C=CC1)N1C(C(=C(C1C1=C(C=C(C=C1)Cl)Cl)C(C(C)C)=O)O)=O)F (1-(3-Chloro-2-fluoro-phenyl)-5-(2,4-dichloro-phenyl)-3-hydroxy-4-isobutyryl-1,5-dihydro-pyrrol-2-one). The yield is 50.7%. RXN SMILES: [Cl:1][C:2]1[C:3]([F:9])=[C:4]([CH:6]=[CH:7][CH:8]=1)[NH2:5].[Cl:10][C:11]1[CH:18]=[C:17]([Cl:19])[CH:16]=[CH:15][C:12]=1[CH:13]=O.[Na].C([O:23][C:24](=O)[C:25](=[O:32])[CH2:26][C:27](=[O:31])[CH:28]([CH3:30])[CH3:29])C>C1(C)C=CC=CC=1.O1CCOCC1.C(O)(=O)C.CCOC(C)=O.O>[Cl:1][C:2]1[C:3]([F:9])=[C:4]([N:5]2[CH:13]([C:12]3[CH:15]=[CH:16][C:17]([Cl:19])=[CH:18][C:11]=3[Cl:10])[C:26]([C:27](=[O:31])[CH:28]([CH3:30])[CH3:29])=[C:25]([OH:32])[C:24]2=[O:23])[CH:6]=[CH:7][CH:8]=1 |^1:19|. Reported procedure: A mixture of 3-chloro-2-fluoro-aniline (428 mg, 2.94 mmol) and 2,4-dichloro-benzaldehyde (515 mg, 2.94 mmol) was heated to 110° C., stirred for 4 h, allowed to cool to rt, and diluted with toluene (5 mL). A solution of the sodium salt of 5-methyl-2,4-dioxo-hexanoic acid ethyl ester (615 mg, 2.94 mmol) in dioxane (5 mL) and acetic acid (0.17 mL) were added. The resulting mixture was refluxed for 15 h, allowed to cool to rt and diluted with EtOAc and water. The aqueous layer was separated and extr... Reactants: ClCCl, O=S(=O)(Cl)c1ccccc1, c1ccncc1, Nc1cc(-c2cncnc2)c2occc2c1. Yields the product Cl, O=S(=O)(Nc1cc(-c2cncnc2)c2occc2c1)c1ccccc1. Reaction SMILES: [Cl:33][CH2:34][Cl:35].[c:1]1([S:7](=[O:8])(=[O:9])[Cl:10])[cH:2][cH:3][cH:4][cH:5][cH:6]1.[cH:11]1[cH:12][cH:13][n:14][cH:15][cH:16]1.[n:17]1[cH:18][n:19][cH:20][c:21](-[c:23]2[cH:24][c:25]([NH2:32])[cH:26][c:27]3[cH:28][cH:29][o:30][c:31]23)[cH:22]1>>[ClH:10].[c:1]1([S:7](=[O:8])(=[O:9])[NH:32][c:25]2[cH:24][c:23](-[c:21]3[cH:20][n:19][cH:18][n:17][cH:22]3)[c:31]3[c:27]([cH:26]2)[cH:28][cH:29][o:30]3)[cH:2][cH:3][cH:4][cH:5][cH:6]1. Reactants: C(C)(C)(C)OC(NCC=1N(C(C2=CC=C(C=C2C1C1=C(C=CC=C1)F)OCC1=CC=CC=C1)=O)CC(C)C)=O (tert-butyl[6-benzyloxy-4-(2-fluorophenyl)-2-isobutyl-1-oxo-1,2-dihydro-3-isoquinolinyl]methylcarbamate). Reagents/catalysts: [C].[Pd] (palladium carbon). Run in C(C)O (ethanol). Conditions: time 2 hour. The product is C(C)(C)(C)OC(NCC=1N(C(C2=CC=C(C=C2C1C1=C(C=CC=C1)F)O)=O)CC(C)C)=O (tert-butyl[4-(2-fluorophenyl)-6-hydroxy-2-isobutyl-1-oxo-1,2-dihydro-3-isoquinolinyl]methylcarbamate). Yield: 94.1%. RXN SMILES: [C:1]([O:5][C:6](=[O:39])[NH:7][CH2:8][C:9]1[N:10]([CH2:35][CH:36]([CH3:38])[CH3:37])[C:11](=[O:34])[C:12]2[C:17]([C:18]=1[C:19]1[CH:24]=[CH:23][CH:22]=[CH:21][C:20]=1[F:25])=[CH:16][C:15]([O:26]CC1C=CC=CC=1)=[CH:14][CH:13]=2)([CH3:4])([CH3:3])[CH3:2]>C(O)C.[C].[Pd]>[C:1]([O:5][C:6](=[O:39])[NH:7][CH2:8][C:9]1[N:10]([CH2:35][CH:36]([CH3:37])[CH3:38])[C:11](=[O:34])[C:12]2[C:17]([C:18]=1[C:19]1[CH:24]=[CH:23][CH:22]=[CH:21][C:20]=1[F:25])=[CH:16][C:15]([OH:26])=[CH:14][CH:13]=2)([CH3:4])([CH3:3])[CH3:2] |f:2.3|. Procedure: A suspension of tert-butyl[6-benzyloxy-4-(2-fluorophenyl)-2-isobutyl-1-oxo-1,2-dihydro-3-isoquinolinyl]methylcarbamate (3.98 g, 7.5 mmol) and 5% palladium carbon (1.5 g) in ethanol (50 mL) was stirred under a hydrogen atmosphere at room temperatures for 2 h. The catalyst was filtered off and the filtrate was concentrated under reduced pressure. The obtained crystals were recrystallized from tetrahydrofuran-diisopropyl ether to give tert-butyl[4-(2-fluorophenyl)-6-hydroxy-2-isobutyl-1-oxo-1,2-dih... Starting materials: O=C([O-])[O-], CC1CNCC(C)N1c1nc2ccc(C(F)(F)F)cc2s1, COC(=O)Cc1cccc(CBr)c1, CN(C)C=O, [K+], [K+], O. Product: COC(=O)Cc1cccc(CN2CC(C)N(c3nc4ccc(C(F)(F)F)cc4s3)C(C)C2)c1. As a reaction SMILES: [C:35](=[O:36])([O-:37])[O-:38].[CH3:1][CH:2]1[N:3]([c:9]2[s:10][c:11]3[c:12]([n:13]2)[cH:14][cH:15][c:16]([C:18]([F:19])([F:20])[F:21])[cH:17]3)[CH:4]([CH3:8])[CH2:5][NH:6][CH2:7]1.[CH3:22][O:23][C:24]([CH2:25][c:26]1[cH:27][c:28]([CH2:32][Br:33])[cH:29][cH:30][cH:31]1)=[O:34].[CH3:41][N:42]([CH3:43])[CH:44]=[O:45].[K+:39].[K+:40].[OH2:46]>>[CH3:1][CH:2]1[N:3]([c:9]2[s:10][c:11]3[c:12]([n:13]2)[cH:14][cH:15][c:16]([C:18]([F:19])([F:20])[F:21])[cH:17]3)[CH:4]([CH3:8])[CH2:5][N:6]([CH2:32][c:28]2[cH:27][c:26]([CH2:25][C:24]([O:23][CH3:22])=[O:34])[cH:31][cH:30][cH:29]2)[CH2:7]1.